From a dataset of the Open Reaction Database (ORD), a public repository of structured organic reaction records. describe an organic reaction: reactants, conditions, products, and yield Yields the product CC1=CC=2C3=C(N(C2C=C1)C=1C=C2C=CC=NC2=CC1)C1CCN(C3)CC1 (9-methyl-6-quinolin-6-yl-3,4,5,6-tetrahydro-1H-2,5-ethanoazepino[4,3-b]indole). The reactants are CC1=CC=2C3=C(NC2C=C1)C1CCN(C3)CC1 (9-methyl-3,4,5,6-tetrahydro-1H-2,5-ethanoazepino[4,3-b]indole), BrC=1C=C2C=CC=NC2=CC1 (6-bromoquinoline). Procedure details: The reaction of 9-methyl-3,4,5,6-tetrahydro-1H-2,5-ethanoazepino[4,3-b]indole (136 mg, 0.6 mmol; Example 2B) and 6-bromoquinoline (187 mg, 0.9 mmol; TCI-US) was performed as described in Example 68 to afford the title compound: 1H NMR (300 MHz, methanol-d4) δ ppm 1.95-2.20 (m, 4H) 2.42 (s, 3H) 2.92-2.99 (m, 1H) 3.08-3.28 (m, 4H) 4.32 (s, 2H) 6.90-6.96 (m, 1H) 6.98-7.04 (m, 1H) 7.22 (s, 1H) 7.63 (dd, J=8, 4 Hz, 1H) 7.72 (dd, J=9, 2 Hz, 1H) 7.93 (d, J=2 Hz, 1H) 8.21 (d, J=9 Hz, 1H) 8.46 (d, J=7 Hz... As a reaction SMILES: [CH3:1][C:2]1[CH:10]=[CH:9][C:8]2[NH:7][C:6]3[CH:11]4[CH2:17][CH2:16][N:14]([CH2:15][C:5]=3[C:4]=2[CH:3]=1)[CH2:13][CH2:12]4.Br[C:19]1[CH:20]=[C:21]2[C:26](=[CH:27][CH:28]=1)[N:25]=[CH:24][CH:23]=[CH:22]2>>[CH3:1][C:2]1[CH:10]=[CH:9][C:8]2[N:7]([C:19]3[CH:20]=[C:21]4[C:26](=[CH:27][CH:28]=3)[N:25]=[CH:24][CH:23]=[CH:22]4)[C:6]3[CH:11]4[CH2:12][CH2:13][N:14]([CH2:15][C:5]=3[C:4]=2[CH:3]=1)[CH2:16][CH2:17]4. Reactants: ClCC1=CC(=CC(=C1)C(F)(F)F)[N+](=O)[O-] (1-(chloromethyl)-3-nitro-5-(trifluoromethyl)benzene), CN1CCNCC1 (N-methylpiperazine), CCOC(=O)C (EtOAc). Yields the product CN1CCN(CC1)CC1=CC(=CC(=C1)C(F)(F)F)[N+](=O)[O-] (1-methyl-4-(3-nitro-5-(trifluoromethyl)benzyl)piperazine). The solvent is C1CCOC1 (THF). Yield: 99.9%. RXN SMILES: Cl[CH2:2][C:3]1[CH:8]=[C:7]([C:9]([F:12])([F:11])[F:10])[CH:6]=[C:5]([N+:13]([O-:15])=[O:14])[CH:4]=1.[CH3:16][N:17]1[CH2:22][CH2:21][NH:20][CH2:19][CH2:18]1.CCOC(C)=O>C1COCC1>[CH3:16][N:17]1[CH2:22][CH2:21][N:20]([CH2:2][C:3]2[CH:8]=[C:7]([C:9]([F:12])([F:11])[F:10])[CH:6]=[C:5]([N+:13]([O-:15])=[O:14])[CH:4]=2)[CH2:19][CH2:18]1. Procedure: Stir the mixture of 1-(chloromethyl)-3-nitro-5-(trifluoromethyl)benzene (640 mg, 2.68 mmol) and N-methylpiperazine (536 mg, 5.36 mmol) in THF (8 mL) for 2 hrs at 60° C. TLC (EtOAc:PE=1:1) shows the reaction is complete. Concentrate the reaction mixture under reduced pressure to obtain the crude product (812 mg, 100%). MS: (M+1): 303.1.